This data is from the Open Reaction Database (ORD), a public repository of structured organic reaction records. The task is: describe an organic reaction: reactants, conditions, products, and yield The reactants are OO (hydrogen peroxide), Example I, [OH-].[Na+] (sodium hydroxide), C1(=CC=C(C=C1)OC(=O)CCCC(=O)Cl)C (4-(p-tolyloxycarbonyl)-butyryl chloride), O=O (oxygen). Solvent: CCOCC (ether). Reaction conditions: time 3 hour. Product: C1(=CC=C(C=C1)OC(=O)CCCC(=O)OOC(CCCC(=O)OC1=CC=C(C=C1)C)=O)C (Di-[4-(p-tolyloxycarbonyl)butyryl] Peroxide). Yield: 61.2%. Reaction SMILES: [OH:1][OH:2].[OH-:3].[Na+].[C:5]1([CH3:20])[CH:10]=[CH:9][C:8]([O:11][C:12]([CH2:14][CH2:15][CH2:16][C:17](Cl)=[O:18])=[O:13])=[CH:7][CH:6]=1.O=O>CCOCC>[C:5]1([CH3:20])[CH:10]=[CH:9][C:8]([O:11][C:12]([CH2:14][CH2:15][CH2:16][C:17]([O:1][O:2][C:17](=[O:18])[CH2:16][CH2:15][CH2:14][C:12]([O:11][C:8]2[CH:7]=[CH:6][C:5]([CH3:20])=[CH:10][CH:9]=2)=[O:3])=[O:18])=[O:13])=[CH:7][CH:6]=1 |f:1.2|. Procedure: To a vigorously stirred solution of 1.7 g. (0.025 mole) of 50% hydrogen peroxide and 22.7 g. (0.057 mole) of aqueous 10% sodium hydroxide at 10°-14° C. was slowly added a solution of 4-(p-tolyloxycarbonyl)-butyryl chloride in 50 ml. of ether. The resulting reaction mixture was stirred for an additional 3 hours. After a work-up similar to that in Example I 7.5 g. (theory, 10.0 g.) of liquid was obtained. The assay according to "active oxygen" content was 81.5% and the corrected yield was 61.2%. A... Reactants: C1(=CC=CC=C1)C(C(=O)Cl)(C)C1=CC=CC=C1 (2,2-diphenylpropionyl chloride), C(CCCC)N (pentylamine). Product: C(CCCC)NC(C(C)(C1=CC=CC=C1)C1=CC=CC=C1)=O (N-Pentyl-2,2-diphenyl-propionamide). Reaction SMILES: [C:1]1([C:7]([C:12]2[CH:17]=[CH:16][CH:15]=[CH:14][CH:13]=2)([CH3:11])[C:8](Cl)=[O:9])[CH:6]=[CH:5][CH:4]=[CH:3][CH:2]=1.[CH2:18]([NH2:23])[CH2:19][CH2:20][CH2:21][CH3:22]>>[CH2:18]([NH:23][C:8](=[O:9])[C:7]([C:12]1[CH:17]=[CH:16][CH:15]=[CH:14][CH:13]=1)([C:1]1[CH:6]=[CH:5][CH:4]=[CH:3][CH:2]=1)[CH3:11])[CH2:19][CH2:20][CH2:21][CH3:22]. Procedure details: The title compound, colorless oil, MS: m/e=295 (M+) was prepared in accordance with the general method of example 1 from 2,2-diphenylpropionyl chloride and pentylamine.